Dataset: the Open Reaction Database (ORD), a public repository of structured organic reaction records. Task: describe an organic reaction: reactants, conditions, products, and yield The reactants are ClCCl, CCOc1ccc(OCC)cc1, COC(Cl)Cl, [Cl-]. Yields the product CCOc1ccc(OCC)c(C=O)c1. Reaction SMILES: [CH2:19]([Cl:20])[Cl:21].[CH2:1]([CH3:2])[O:3][c:4]1[cH:5][cH:6][c:7]([O:10][CH2:11][CH3:12])[cH:8][cH:9]1.[CH3:13][O:14][CH:15]([Cl:16])[Cl:17].[Cl-:18]>>[CH2:1]([CH3:2])[O:3][c:4]1[cH:5][c:6]([CH:13]=[O:14])[c:7]([O:10][CH2:11][CH3:12])[cH:8][cH:9]1. Procedure: Following the general method as outlined in Example 22, starting from (2S,4EZ)-4-[(benzyloxy)imino]-1-(tert-butoxycarbonyl)-2-pyrrolidinecarboxylic acid, 2-oxo-6-pentyl-2H-pyran-3-carbonyl chloride, and 9-ethyl-9H-carbazol-3-amine the title compound was obtained in 93% purity by LC/MS. MS(ESI+): m/z=619.6. Reaction SMILES: [CH2:1]([O:8][N:9]=[C:10]1[CH2:14][N:13]([C:15]([O:17]C(C)(C)C)=O)[C@H:12]([C:22]([OH:24])=O)[CH2:11]1)[C:2]1[CH:7]=[CH:6][CH:5]=[CH:4][CH:3]=1.[O:25]=[C:26]1[C:31](C(Cl)=O)=[CH:30][CH:29]=[C:28]([CH2:35][CH2:36][CH2:37][CH2:38][CH3:39])[O:27]1.[CH2:40]([N:42]1[C:54]2[CH:53]=[CH:52][C:51]([NH2:55])=[CH:50][C:49]=2[C:48]2[C:43]1=[CH:44][CH:45]=[CH:46][CH:47]=2)[CH3:41]>>[CH2:1]([O:8][N:9]=[C:10]1[CH2:14][N:13]([C:15]([C:31]2[C:26](=[O:25])[O:27][C:28]([CH2:35][CH2:36][CH2:37][CH2:38][CH3:39])=[CH:29][CH:30]=2)=[O:17])[C@H:12]([C:22]([NH:55][C:51]2[CH:52]=[CH:53][C:54]3[N:42]([CH2:40][CH3:41])[C:43]4[C:48]([C:49]=3[CH:50]=2)=[CH:47][CH:46]=[CH:45][CH:44]=4)=[O:24])[CH2:11]1)[C:2]1[CH:3]=[CH:4][CH:5]=[CH:6][CH:7]=1. Starting materials: C(C1=CC=CC=C1)ON=C1C[C@H](N(C1)C(=O)OC(C)(C)C)C(=O)O ((2S,4EZ)-4-[(benzyloxy)imino]-1-(tert-butoxycarbonyl)-2-pyrrolidinecarboxylic acid), O=C1OC(=CC=C1C(=O)Cl)CCCCC (2-oxo-6-pentyl-2H-pyran-3-carbonyl chloride), C(C)N1C2=CC=CC=C2C=2C=C(C=CC12)N (9-ethyl-9H-carbazol-3-amine). Product: C(C1=CC=CC=C1)ON=C1C[C@H](N(C1)C(=O)C=1C(OC(=CC1)CCCCC)=O)C(=O)NC=1C=CC=2N(C3=CC=CC=C3C2C1)CC ((2S,4EZ)-4-[(benzyloxy)imino]-N-(9-ethyl-9H-carbazol-3-yl)-1-[(2-oxo-6-pentyl-2H-pyran-3-yl)carbonyl]-2-pyrrolidinecarboxamide). Starting materials: Cc1c(CCBr)c2cccc3c2n1CCC3, O=[N+]([O-])O, O=S(=O)(O)O. The product is Cc1c(CCBr)c2cc([N+](=O)[O-])cc3c2n1CCC3. As a reaction SMILES: [Br:1][CH2:2][CH2:3][c:4]1[c:5]([CH3:16])[n:6]2[c:15]3[c:10]([cH:11][cH:12][cH:13][c:14]13)[CH2:9][CH2:8][CH2:7]2.[OH:17][N+:18]([O-:19])=[O:20].[S:21](=[O:22])(=[O:23])([OH:24])[OH:25]>>[Br:1][CH2:2][CH2:3][c:4]1[c:5]([CH3:16])[n:6]2[c:15]3[c:10]([cH:11][c:12]([N+:18](=[O:17])[O-:19])[cH:13][c:14]13)[CH2:9][CH2:8][CH2:7]2. Procedure details: Formamide (8.0 g, 178 mmol), 2,2,4,4-tetramethyl-3-oxothietane (1.0 g, 6.933 mmol) and aluminum chloride hexahydrate (100 mg) were placed in a Teflon lined Parr bomb and heated at 170° C. for 18 hours. The reaction was then cooled and taken up in water (20 ml). The aqueous solution was extracted with methylene chloride (3×20 ml), the extracts combined and concentrated under reduced pressure. The residue was refluxed with 1N HCl (20 ml) for 4 hours, the reaction cooled and washed with methylene c... Yields the product NC1C(SC1(C)C)(C)C (3-Amino-2,2,4,4-Tetramethylthietane). RXN SMILES: [CH:1]([NH2:3])=O.[CH3:4][C:5]1([CH3:12])[C:8](=O)[C:7](C)([CH3:10])[S:6]1.O.O.O.O.O.O.[Cl-].[Al+3].[Cl-].[Cl-]>O>[NH2:3][CH:1]1[C:7]([CH3:10])([CH3:8])[S:6][C:5]1([CH3:12])[CH3:4] |f:2.3.4.5.6.7.8.9.10.11|. Reactants: C(=O)N (Formamide), Teflon, CC1(SC(C1=O)(C)C)C (2,2,4,4-tetramethyl-3-oxothietane), O.O.O.O.O.O.[Cl-].[Al+3].[Cl-].[Cl-] (aluminum chloride hexahydrate). Yield: 59.6%. Run at temperature 170 celsius. Solvent: O (water).